From a dataset of the Open Reaction Database (ORD), a public repository of structured organic reaction records. describe an organic reaction: reactants, conditions, products, and yield Starting materials: C1(CCCCC1)COC=1C=2N(C=CC1)C(=C(N2)C)C(=O)N[C@@H](CN2C(C1=CC=CC=C1C2=O)=O)C2=CC=CC=C2 (8-(cyclohexylmethoxy)-N-[(1R)-2-(1,3-dioxo-1,3-dihydro-2H-isoindol-2-yl)-1-phenylethyl]-2-methylimidazo[1,2-a]pyridine-3-carboxamide), O.NN (hydrazine monohydrate). The solvent is C(C)O (ethanol). Reaction conditions: temperature 85 celsius, time 1 hour. Yields the product NC[C@@H](C1=CC=CC=C1)NC(=O)C1=C(N=C2N1C=CC=C2OCC2CCCCC2)C (N-[(1R)-2-amino-1-phenylethyl]-8-(cyclohexylmethoxy)-2-methylimidazo[1,2-a]pyridine-3-carboxamide). The yield is 88.0%. As a reaction SMILES: [CH:1]1([CH2:7][O:8][C:9]2[C:10]3[N:11]([C:15]([C:19]([NH:21][C@H:22]([C:35]4[CH:40]=[CH:39][CH:38]=[CH:37][CH:36]=4)[CH2:23][N:24]4C(=O)C5C(=CC=CC=5)C4=O)=[O:20])=[C:16]([CH3:18])[N:17]=3)[CH:12]=[CH:13][CH:14]=2)[CH2:6][CH2:5][CH2:4][CH2:3][CH2:2]1.O.NN>C(O)C>[NH2:24][CH2:23][C@H:22]([NH:21][C:19]([C:15]1[N:11]2[CH:12]=[CH:13][CH:14]=[C:9]([O:8][CH2:7][CH:1]3[CH2:6][CH2:5][CH2:4][CH2:3][CH2:2]3)[C:10]2=[N:17][C:16]=1[CH3:18])=[O:20])[C:35]1[CH:40]=[CH:39][CH:38]=[CH:37][CH:36]=1 |f:1.2|. Procedure: To a suspension of 300 mg of 8-(cyclohexylmethoxy)-N-[(1R)-2-(1,3-dioxo-1,3-dihydro-2H-isoindol-2-yl)-1-phenylethyl]-2-methylimidazo[1,2-a]pyridine-3-carboxamide in 6 ml of ethanol was added 0.13 ml of hydrazine monohydrate, followed by stirring at 85° C. for 1 hour. The solvent was evaporated under reduced pressure and the obtained residue was purified by silica gel column chromatography to obtain 200 mg of N-[(1R)-2-amino-1-phenylethyl]-8-(cyclohexylmethoxy)-2-methylimidazo[1,2-a]pyridine-3-ca... Starting materials: C=CCI, O=c1ccc2ccc(F)cc2[nH]1, [H-], [Na+], CN(C)C=O, O. Yields the product C=CCn1c(=O)ccc2ccc(F)cc21. RXN SMILES: [CH2:15]([CH:16]=[CH2:17])[I:18].[F:1][c:2]1[cH:3][cH:4][c:5]2[cH:6][cH:7][c:8](=[O:12])[nH:9][c:10]2[cH:11]1.[H-:13].[Na+:14].[O:20]=[CH:21][N:22]([CH3:23])[CH3:24].[OH2:19]>>[F:1][c:2]1[cH:3][cH:4][c:5]2[cH:6][cH:7][c:8](=[O:12])[n:9]([CH2:17][CH:16]=[CH2:15])[c:10]2[cH:11]1. Starting materials: [N+](=O)([O-])C1=CC=C(COC(=O)NCCCOC2=CC3=C(C[C@H](C(N(C3)CC3=CC=C(C=C3)C(F)(F)F)=O)CC(=O)OC)C=C2)C=C1 (methyl (S)-8-[3-(4-nitrobenzyloxycarbonylamino)-1-propyloxy]-3-oxo-2-[4-(trifluoromethyl)benzyl]-2,3,4,5-tetrahydro-1H-2-benzazepine-4-acetate). Reagents/catalysts: [Pd] (Pd/C). The solvent is CO (MeOH). Run at time 4.5 hour. Product: NCCCOC1=CC2=C(C[C@H](C(N(C2)CC2=CC=C(C=C2)C(F)(F)F)=O)CC(=O)OC)C=C1 (Methyl (S)-8-(3-amino-1-propyloxy)-3-oxo-2-[4-(trifluoromethyl)benzyl]-2,3,4,5-tetrahydro-1H-2-benzazepine-4-acetate). Isolated yield 102.0%. RXN SMILES: [N+](C1C=CC(COC([NH:12][CH2:13][CH2:14][CH2:15][O:16][C:17]2[CH:44]=[CH:43][C:20]3[CH2:21][C@@H:22]([CH2:38][C:39]([O:41][CH3:42])=[O:40])[C:23](=[O:37])[N:24]([CH2:26][C:27]4[CH:32]=[CH:31][C:30]([C:33]([F:36])([F:35])[F:34])=[CH:29][CH:28]=4)[CH2:25][C:19]=3[CH:18]=2)=O)=CC=1)([O-])=O>CO.[Pd]>[NH2:12][CH2:13][CH2:14][CH2:15][O:16][C:17]1[CH:44]=[CH:43][C:20]2[CH2:21][C@@H:22]([CH2:38][C:39]([O:41][CH3:42])=[O:40])[C:23](=[O:37])[N:24]([CH2:26][C:27]3[CH:32]=[CH:31][C:30]([C:33]([F:36])([F:35])[F:34])=[CH:29][CH:28]=3)[CH2:25][C:19]=2[CH:18]=1. Reported procedure: To methyl (S)-8-[3-(4-nitrobenzyloxycarbonylamino)-1-propyloxy]-3-oxo-2-[4-(trifluoromethyl)benzyl]-2,3,4,5-tetrahydro-1H-2-benzazepine-4-acetate (0.12 g, 0.19 mmol) in MeOH (2 mL) was added 10% Pd/C (20 mg). The reaction vessel was flushed with hydrogen and then fitted with a hydrogen-filled balloon. After 4.5 h, the hydrogen was vented and the catalyst was removed by filtration through celite®. Removal of solvent gave the title compound (0.09 g) as a pale yellow residue. This material was used... Reactants: C#CC(OCC)OCC, C1CCOC1, [Li]CCCC, CON(C)C(=O)c1ccc([N+](=O)[O-])cc1, Cl. Yields the product CCOC(C#CC(=O)c1ccc([N+](=O)[O-])cc1)OCC. RXN SMILES: [CH2:1]([CH3:2])[O:3][CH:4]([C:5]#[CH:6])[O:7][CH2:8][CH3:9].[CH2:31]1[O:32][CH2:33][CH2:34][CH2:35]1.[CH3:10][CH2:11][CH2:12][CH2:13][Li:14].[CH3:15][O:16][N:17]([C:18]([c:19]1[cH:20][cH:21][c:22]([N+:25](=[O:26])[O-:27])[cH:23][cH:24]1)=[O:28])[CH3:29].[ClH:30]>>[CH2:1]([CH3:2])[O:3][CH:4]([C:5]#[C:6][C:18]([c:19]1[cH:20][cH:21][c:22]([N+:25](=[O:26])[O-:27])[cH:23][cH:24]1)=[O:28])[O:7][CH2:8][CH3:9]. Starting materials: ClC=1C=C2C=C(N(C2=CC1)CCCS(=O)(=O)C)CO ([5-chloro-1-(3-methanesulfonyl-propyl)-1H-indol-2-yl]-methanol), TEA. Solvent: C(Cl)Cl (DCM), O (water). Run at time 3 hour. Product: CS(=O)(=O)OCC=1N(C2=CC=C(C=C2C1)Cl)CCCS(=O)(=O)C ({5-chloro-1-[3-(methylsulfonyl)propyl]-1H-indol-2-yl}methyl methanesulfonate). Reaction SMILES: [Cl:1][C:2]1[CH:3]=[C:4]2[C:8](=[CH:9][CH:10]=1)[N:7]([CH2:11][CH2:12][CH2:13][S:14]([CH3:17])(=[O:16])=[O:15])[C:6]([CH2:18][OH:19])=[CH:5]2>C(Cl)Cl.O>[CH3:13][S:14]([O:19][CH2:18][C:6]1[N:7]([CH2:11][CH2:12][CH2:13][S:14]([CH3:17])(=[O:16])=[O:15])[C:8]2[C:4]([CH:5]=1)=[CH:3][C:2]([Cl:1])=[CH:10][CH:9]=2)(=[O:16])=[O:15]. Procedure: To a solution of [5-chloro-1-(3-methanesulfonyl-propyl)-1H-indol-2-yl]-methanol (0.60 g, 2.0 mmol) and TEA (0.60 g, 6 mmol) in 20 mL of DCM was added MsC1 (0.45 g, 4 mmol) in an ice bath. The reaction mixture was stirred at RT for 3 hours. The resulting mixture was diluted with 10 mL of water and then extracted with DCM (10 mL×3). The combined organic layers were dried over Na2SO4, and then concentrated in vacuo to afford the crude {5-chloro-1-[3-(methylsulfonyl)propyl]-1H-indol-2-yl}methyl meth... Starting materials: OCC=C(C=CC(=O)OCC)C (ethyl 6-hydroxy-4-methyl-2,4-hexadienoate). Reagents/catalysts: [O-2].[Mn+4].[O-2] (manganese (IV) oxide). Solvent: ClCCl (dichloromethane). Yields the product C(=O)C=C(C=CC(=O)OCC)C (ethyl 5-formyl-4-methyl-2,4-pentadienoate). Isolated yield 78.7%. RXN SMILES: [OH:1][CH2:2][CH:3]=[C:4]([CH3:12])[CH:5]=[CH:6][C:7]([O:9][CH2:10][CH3:11])=[O:8]>ClCCl.[O-2].[Mn+4].[O-2]>[CH:2]([CH:3]=[C:4]([CH3:12])[CH:5]=[CH:6][C:7]([O:9][CH2:10][CH3:11])=[O:8])=[O:1] |f:2.3.4|. Procedure details: 11.7 g of ethyl 6-hydroxy-4-methyl-2,4-hexadienoate in 200 ml of dichloromethane were stirred at room temperature for 4 hours with 30 g of manganese (IV) oxide. The solution was filtered and concentrated and the residue was then recrystallized from hexane/cyclohexane. There were obtained 9.1 g (78%) of ethyl 5-formyl-4-methyl-2,4-pentadienoate of melting point 48°-49° C. Reactants: ClC1=CC2=C([C@@H](CN(CC2)C)C2=CC=CC=C2)C=C1O ((S)-7-chloro-8-hydroxy-3-methyl-1-phenyl-2,3,4,5-tetrahydro-1H-3-benzazepine), C(C1=CC=CC=C1)(=O)Cl (benzoyl chloride), C([O-])(O)=O.[Na+] (sodium bicarbonate). Run in C(C)#N (acetonitrile). Product: Cl.C(C1=CC=CC=C1)(=O)OC=1C(=CC2=C([C@@H](CN(CC2)C)C2=CC=CC=C2)C1)Cl ((S)-8-benzoyloxy-7-chloro-3-methyl-1-phenyl-2,3,4,5-tetrahydro-1H-3-benzazepine hydrochloride). RXN SMILES: [Cl:1][C:2]1[C:19]([OH:20])=[CH:18][C:5]2[C@H:6]([C:12]3[CH:17]=[CH:16][CH:15]=[CH:14][CH:13]=3)[CH2:7][N:8]([CH3:11])[CH2:9][CH2:10][C:4]=2[CH:3]=1.[C:21](Cl)(=[O:28])[C:22]1[CH:27]=[CH:26][CH:25]=[CH:24][CH:23]=1.C(=O)(O)[O-].[Na+]>C(#N)C>[ClH:1].[C:21]([O:20][C:19]1[C:2]([Cl:1])=[CH:3][C:4]2[CH2:10][CH2:9][N:8]([CH3:11])[CH2:7][C@@H:6]([C:12]3[CH:17]=[CH:16][CH:15]=[CH:14][CH:13]=3)[C:5]=2[CH:18]=1)(=[O:28])[C:22]1[CH:27]=[CH:26][CH:25]=[CH:24][CH:23]=1 |f:2.3,5.6|. Procedure details: Reflux for 5 hours with stirring a mixture of 1.20 g (0.00417 moles) of (S)-7-chloro-8-hydroxy-3-methyl-1-phenyl-2,3,4,5-tetrahydro-1H-3-benzazepine (obtained in step E of Example 1), 2.0 ml (0.017 moles ) of benzoyl chloride and 2.5 g of anhydrous sodium bicarbonate in 40 ml of dry acetonitrile. Evaporate to dryness on a steam bath under reduced pressure (about 100 mm). Dissolve the residue by stirring for 2 hours at 10° C. in a mixture of 50 ml each of water and ethyl ether. Separate the ether...